From a dataset of the Open Reaction Database (ORD), a public repository of structured organic reaction records. describe an organic reaction: reactants, conditions, products, and yield Starting materials: [Cl-], ClCCCCc1ccccc1, I, [Mg]. Yields the product [Mg+]CCCCc1ccccc1, [Cl-]. As a reaction SMILES: [Cl-:14].[Cl:1][CH2:2][CH2:3][CH2:4][CH2:5][c:6]1[cH:7][cH:8][cH:9][cH:10][cH:11]1.[I:13].[Mg:12]>>[CH2:2]([CH2:3][CH2:4][CH2:5][c:6]1[cH:7][cH:8][cH:9][cH:10][cH:11]1)[Mg+:12].[Cl-:1].